This data is from the Open Reaction Database (ORD), a public repository of structured organic reaction records. The task is: describe an organic reaction: reactants, conditions, products, and yield The reactants are COC(CC1CCC(CC1)C(C)(C)C)=O ((4-tert-Butylcyclohexyl)acetic acid methyl ester), [OH-].[Na+] (Sodium hydroxide). Solvent: CO (methanol). Product: C(C)(C)(C)C1CCC(CC1)CC(=O)O ((4-tert-Butylcyclohexyl)acetic acid). As a reaction SMILES: C[O:2][C:3](=[O:15])[CH2:4][CH:5]1[CH2:10][CH2:9][CH:8]([C:11]([CH3:14])([CH3:13])[CH3:12])[CH2:7][CH2:6]1.[OH-].[Na+]>CO>[C:11]([CH:8]1[CH2:9][CH2:10][CH:5]([CH2:4][C:3]([OH:15])=[O:2])[CH2:6][CH2:7]1)([CH3:14])([CH3:12])[CH3:13] |f:1.2|. Reported procedure: (4-tert-Butylcyclohexyl)acetic acid methyl ester (9.81 g, 46.5 mmol) was dissolved in methanol 950 ml) and cooled on an ice bath. 2M Sodium hydroxide solution (50 ml, 100 mmol) was added with stirring. When addition was complete the reaction mixture was allowed to warm to room temperature and was stirred overnight. The methanol was evaporated in vacuo and the remaining aqueous phase was acidified to pH1 with 1M hydrochloric acid. The aqueous phase was then extracted with ethyl acetate(3x). The o... Reactants: Cc1c(OCc2ccccc2)c(=O)cc(C(O)C(F)(F)F)n1C, CO, Cl. The product is Cc1c(O)c(=O)cc(C(O)C(F)(F)F)n1C. As a reaction SMILES: [CH2:1]([c:2]1[cH:3][cH:4][cH:5][cH:6][cH:7]1)[O:8][c:9]1[c:10]([CH3:23])[n:11]([CH3:22])[c:12]([CH:16]([C:17]([F:18])([F:19])[F:20])[OH:21])[cH:13][c:14]1=[O:15].[CH3:25][OH:26].[ClH:24]>>[OH:8][c:9]1[c:10]([CH3:23])[n:11]([CH3:22])[c:12]([CH:16]([C:17]([F:18])([F:19])[F:20])[OH:21])[cH:13][c:14]1=[O:15]. Starting materials: NC=1N=C(C(=NC1Br)C=1C=CC(N(N1)C(C)C)=O)C1=CC=CC=C1 (6-(5-amino-6-bromo-3-phenyl-2-pyrazinyl)-2-isopropyl-3(2H)-pyridazinone), C(C=C)N (allylamine), O (water). Solvent: C(Cl)(Cl)Cl (CHCl3), CN1C(N(CC1)C)=O (1,3-dimethyl-2-imidazolidinone). Reaction conditions: temperature 122.5 celsius. The product is C(C=C)NC1=C(N=C(C(=N1)C=1C=CC(N(N1)C(C)C)=O)C1=CC=CC=C1)N (6-[6-(allylamino)-5-amino-3-phenyl-2-pyrazinyl]-2-isopropyl-3(2H)-pyridazinone). As a reaction SMILES: [NH2:1][C:2]1[N:3]=[C:4]([C:19]2[CH:24]=[CH:23][CH:22]=[CH:21][CH:20]=2)[C:5]([C:9]2[CH:10]=[CH:11][C:12](=[O:18])[N:13]([CH:15]([CH3:17])[CH3:16])[N:14]=2)=[N:6][C:7]=1Br.[CH2:25]([NH2:28])[CH:26]=[CH2:27].O>CN1CCN(C)C1=O.C(Cl)(Cl)Cl>[CH2:25]([NH:28][C:7]1[N:6]=[C:5]([C:9]2[CH:10]=[CH:11][C:12](=[O:18])[N:13]([CH:15]([CH3:17])[CH3:16])[N:14]=2)[C:4]([C:19]2[CH:24]=[CH:23][CH:22]=[CH:21][CH:20]=2)=[N:3][C:2]=1[NH2:1])[CH:26]=[CH2:27]. Procedure: A mixture of 6-(5-amino-6-bromo-3-phenyl-2-pyrazinyl)-2-isopropyl-3(2H)-pyridazinone (150 mg) and allylamine (0.0881 ml) in 1,3-dimethyl-2-imidazolidinone (0.3 ml) was heated at 120-125° C. for 50 hours. After addition of water (3 ml), an aqueous layer was removed by decantation to give a residue. The residue was dissolved in CHCl3, dried over MgSO4 and concentrated under reduced pressure to give syrup. The syrup was crystallized from a mixture of acetone and hexane to give 6-[6-(allylamino)-5-a...